From a dataset of the Open Reaction Database (ORD), a public repository of structured organic reaction records. describe an organic reaction: reactants, conditions, products, and yield Starting materials: O.OC=1C=C2C(C(C(C2=CC1)=O)=O)=O (5-hydroxyindan-1,2,3-trione, monohydrate), Cl.NNC(=S)N (thiosemicarbazide hydrochloride). Yields the product OC=1C=C2C(C(C(C2=CC1)=O)=NNC(=S)N)=O (5-hydroxy-2-thiosemicarbazono-indan-1,3-dione). Reaction SMILES: O.[OH:2][C:3]1[CH:4]=[C:5]2[C:9](=[CH:10][CH:11]=1)[C:8](=[O:12])[C:7](=O)[C:6]2=[O:14].Cl.[NH2:16][NH:17][C:18]([NH2:20])=[S:19]>>[OH:2][C:3]1[CH:4]=[C:5]2[C:9](=[CH:10][CH:11]=1)[C:8](=[O:12])[C:7](=[N:16][NH:17][C:18]([NH2:20])=[S:19])[C:6]2=[O:14] |f:0.1,2.3|. Procedure: 5-hydroxyindan-1,2,3-trione, monohydrate, thiosemicarbazide hydrochloride, reflux for 2 hours. Starting materials: ClC=1C(=NSC1NC(C(C)C1=CC(=C(C=C1)O)N)=O)C (N-(4-chloro-3-methylisothiazol-5-yl)-2-(3-amino-4-hydroxyphenyl)propionamide), FC(CC(=O)O)(F)F (3,3,3-trifluoropropionic acid), Cl.C(C)N(CCCN=C=NCC)CC (1-(3-diethylaminopropyl)-3-ethylcarbodiimide hydrochloride). The solvent is CN(C(C)=O)C (N,N-dimethylacetamide). Conditions: time 8 hour. The product is ClC=1C(=NSC1NC(C(C)C1=CC(=C(C=C1)O)NC(CC(F)(F)F)=O)=O)C (N-(4-chloro-3-methylisothiazol-5-yl)-2-[4-hydroxy-3-(3,3,3-trifluoropropionamido)phenyl]propionamide). Isolated yield 73.5%. As a reaction SMILES: [Cl:1][C:2]1[C:3]([CH3:20])=[N:4][S:5][C:6]=1[NH:7][C:8](=[O:19])[CH:9]([C:11]1[CH:16]=[CH:15][C:14]([OH:17])=[C:13]([NH2:18])[CH:12]=1)[CH3:10].[F:21][C:22]([F:28])([F:27])[CH2:23][C:24](O)=[O:25].Cl.C(N(CC)CCCN=C=NCC)C>CN(C)C(=O)C>[Cl:1][C:2]1[C:3]([CH3:20])=[N:4][S:5][C:6]=1[NH:7][C:8](=[O:19])[CH:9]([C:11]1[CH:16]=[CH:15][C:14]([OH:17])=[C:13]([NH:18][C:24](=[O:25])[CH2:23][C:22]([F:28])([F:27])[F:21])[CH:12]=1)[CH3:10] |f:2.3|. Procedure: A mixture of N-(4-chloro-3-methylisothiazol-5-yl)-2-(3-amino-4-hydroxyphenyl)propionamide (0.65 g, 0.002 mol), 3,3,3-trifluoropropionic acid (0.267 g, 0.002 mol) and 1-(3-diethylaminopropyl)-3-ethylcarbodiimide hydrochloride (0.40 g, 0.002 mol) was stirred in N,N-dimethylacetamide (8 ml) at room temperature for 7 hours and was then allowed to stand at room temperature overnight. The reaction was quenched with water and extracted with ethyl acetate. The organic extract was washed with water, drie... As a reaction SMILES: [F:1][C:2]([F:31])([F:30])[O:3][C:4]1[CH:9]=[CH:8][C:7]([N:10]2[C:19]3[C:14](=[C:15]([O:20][CH:21]([F:23])[F:22])[CH:16]=[CH:17][CH:18]=3)[C:13](=[O:24])[C:12]([C:25]([O:27]CC)=[O:26])=[N:11]2)=[CH:6][CH:5]=1.[OH-].[Na+].C(O)C>O>[F:31][C:2]([F:1])([F:30])[O:3][C:4]1[CH:5]=[CH:6][C:7]([N:10]2[C:19]3[C:14](=[C:15]([O:20][CH:21]([F:23])[F:22])[CH:16]=[CH:17][CH:18]=3)[C:13](=[O:24])[C:12]([C:25]([OH:27])=[O:26])=[N:11]2)=[CH:8][CH:9]=1 |f:1.2|. The reactants are resultant mixture, FC(OC1=CC=C(C=C1)N1N=C(C(C2=C(C=CC=C12)OC(F)F)=O)C(=O)OCC)(F)F (Ethyl 1-(4-trifluoromethoxyphenyl)-1,4-dihydro-4-oxo-5-difluoromethoxycinnoline-3-carboxylate), aqueous solution, [OH-].[Na+] (sodium hydroxide), C(C)O (ethanol). Procedure details: Ethyl 1-(4-trifluoromethoxyphenyl)-1,4-dihydro-4-oxo-5-difluoromethoxycinnoline-3-carboxylate (200 mg) and a 1N aqueous solution of sodium hydroxide (0.93 ml) were added to a mixed solvent of ethanol (5.5 ml) and water (1.5 ml), and the resultant mixture was stirred at 70° to 80° C. for 3 hours. After being allowed to cool to room temperature, the mixture was diluted with water (50 ml), and washed with ethyl acetate (20 ml). The pH of the water layer was adjusted to pH 2 with concentrated hydroc... The solvent is O (water), O (water). Product: FC(OC1=CC=C(C=C1)N1N=C(C(C2=C(C=CC=C12)OC(F)F)=O)C(=O)O)(F)F (1-(4-trifluoromethoxyphenyl)-1,4-dihydro-4-oxo-5-difluoromethoxycinnoline-3-carboxylic acid). The yield is 64.0%. As a reaction SMILES: Br[CH2:2][CH2:3][CH2:4][CH2:5][CH2:6][CH2:7][CH2:8][CH2:9][CH2:10][C:11]([OH:13])=[O:12].[I-:14].[Na+]>CC(C)=O>[I:14][CH2:2][CH2:3][CH2:4][CH2:5][CH2:6][CH2:7][CH2:8][CH2:9][CH2:10][C:11]([OH:13])=[O:12] |f:1.2|. Reactants: BrCCCCCCCCCC(=O)O (10-bromodecanoic acid), [I-].[Na+] (sodium iodide). The solvent is CC(=O)C (acetone). Reported procedure: To a mechanically stirred solution of 10-bromodecanoic acid (50 g, 0.2 mol) in 1 L of acetone under nitrogen was added sodium iodide (238.7 g, 1.59 mol) and the resulting heterogeneous reaction mixture was allowed to stir at room temperature for 18 h. The thick reaction mixture was filtered through a pad of Celite 521, concentrated in vacuo to one-fifth volume and diluted with 1 L of brine. This was extracted with 4×250 mL of hexanes. The combined organic extracts were washed with 2×250 mL of fr... Yield: 96.4%. The product is ICCCCCCCCCC(=O)O (10-Iododecanoic acid). Run at time 18 hour.